Dataset: the Open Reaction Database (ORD), a public repository of structured organic reaction records. Task: describe an organic reaction: reactants, conditions, products, and yield Reactants: COC(=O)C=1C(=NC(=C(C1C1=CC=C(C=C1)F)CC=O)C(C)C)C(C)C (Methyl-2,6-diisopropyl-4-(4-fluorophenyl)-5-(2-oxoethyl)-3-pyridinecarboxylate), [Br-].CC1=CC=C(C[P+](C2=CC=CC=C2)(C2=CC=CC=C2)C2=CC=CC=C2)C=C1 (4-methylbenzyl triphenylphosphonium bromide). The solvent is C(C)(=O)OCC.CCCCCC (ethyl acetate hexane). The product is C(C)(C)C1=NC(=C(C(=C1CO)C1=CC=C(C=C1)F)CCCC1=CC=C(C=C1)C)C(C)C (2,6-Diisopropyl-3-hydroxymethyl-4-(4-fluorophenyl)-5-[3-(4methyl-phenyl)propyl]pyridine). As a reaction SMILES: CO[C:3]([C:5]1[C:6]([CH:24]([CH3:26])[CH3:25])=[N:7][C:8]([CH:21]([CH3:23])[CH3:22])=[C:9]([CH2:18][CH:19]=O)[C:10]=1[C:11]1[CH:16]=[CH:15][C:14]([F:17])=[CH:13][CH:12]=1)=[O:4].[Br-].[CH3:28][C:29]1[CH:54]=[CH:53][C:32]([CH2:33][P+](C2C=CC=CC=2)(C2C=CC=CC=2)C2C=CC=CC=2)=[CH:31][CH:30]=1>C(OCC)(=O)C.CCCCCC>[CH:24]([C:6]1[C:5]([CH2:3][OH:4])=[C:10]([C:11]2[CH:16]=[CH:15][C:14]([F:17])=[CH:13][CH:12]=2)[C:9]([CH2:18][CH2:19][CH2:28][C:29]2[CH:54]=[CH:53][C:32]([CH3:33])=[CH:31][CH:30]=2)=[C:8]([CH:21]([CH3:22])[CH3:23])[N:7]=1)([CH3:26])[CH3:25] |f:1.2,3.4|. Procedure details: The title compound was prepared from methyl-2,6-diisopropyl-4-(4-fluorophenyl)-5-(2-oxoethyl)-3-pyridinecarboxylate (Example 82, Step A) and 4-methylbenzyl triphenylphosphonium bromide according to the procedures described in Example 1, Steps F-H. 1H NMR (300 MHz, CDCl3): δ 7.08 (m, 4 H), 7.01 (d, J=8 Hz, 2 H), 6.85 (d, J=8 Hz, 2 H), 4.30 (s, 2 H), 3.39 (sept, J=6.6 Hz, 1 H), 3.13 (sept, J=6.6 Hz, 1 H), 2.41 (t, J=7 Hz, 2 H), 2.31 (s, 3 H), 2.27 (m, 2 H), 1.58 (m, 2 H), 1.31 (d, J=6.6 Hz, 6 H), ...